From a dataset of the Open Reaction Database (ORD), a public repository of structured organic reaction records. describe an organic reaction: reactants, conditions, products, and yield Starting materials: C1=CC=CC2=C1CCCCC2CC=CC(=O)OCC (ethyl 4-(6,7,8,9-tetrahydro-5H-5-benzocycloheptenyl)-2-butenoate). Reagents/catalysts: [Pd] (palladium/carbon). The solvent is C(C)(=O)OCC (ethyl acetate). Conditions: time 3 hour. Product: C1=CC=CC2=C1CCCCC2CCCC(=O)OCC (Ethyl 4-(6,7,8,9-tetrahydro-5H-5-benzocycloheptenyl)butyrate). Yield: 97.4%. As a reaction SMILES: [CH:1]1[C:6]2[CH2:7][CH2:8][CH2:9][CH2:10][CH:11]([CH2:12][CH:13]=[CH:14][C:15]([O:17][CH2:18][CH3:19])=[O:16])[C:5]=2[CH:4]=[CH:3][CH:2]=1>C(OCC)(=O)C.[Pd]>[CH:1]1[C:6]2[CH2:7][CH2:8][CH2:9][CH2:10][CH:11]([CH2:12][CH2:13][CH2:14][C:15]([O:17][CH2:18][CH3:19])=[O:16])[C:5]=2[CH:4]=[CH:3][CH:2]=1. Reported procedure: A solution of ethyl 4-(6,7,8,9-tetrahydro-5H-5-benzocycloheptenyl)-2-butenoate (0.544 g) in ethyl acetate (10 ml) was added with 10% palladium/carbon (0.054 g), and the mixture was stirred for 3 hours under a hydrogen flow. The reaction mixture was filtered through Celite, and then the solvent of the filtrate was concentrated under reduced pressure to obtain the title compound (0.534 g, yield: 97%).